Dataset: the Open Reaction Database (ORD), a public repository of structured organic reaction records. Task: describe an organic reaction: reactants, conditions, products, and yield Starting materials: CC(C)(C)[S@](=O)N ((S)-2-methylpropane-2-sulfinamide), [I-].C(C(C)(C)C)[Zn+] (neopentylzinc (II) iodide), BrC=1C=CC(=C(C1)C(C(=O)OCC)=O)OCOC (ethyl 2-(5-bromo-2-(methoxymethoxy)phenyl)-2-oxoacetate). Run at time 15 minute. Product: BrC=1C=CC(=C(C1)C(C(=O)OCC)=N[S@@](=O)C(C)(C)C)OCOC ((S)-ethyl 2-(5-bromo-2-(methoxymethoxy)phenyl)-2-(tert-butylsulfinylimino)acetate). Yield: 51.0%. Reaction SMILES: [CH3:1][C:2]([S@@:5]([NH2:7])=[O:6])([CH3:4])[CH3:3].[I-].C([Zn+])C(C)(C)C.[Br:15][C:16]1[CH:17]=[CH:18][C:19]([O:29][CH2:30][O:31][CH3:32])=[C:20]([C:22](=O)[C:23]([O:25][CH2:26][CH3:27])=[O:24])[CH:21]=1>>[Br:15][C:16]1[CH:17]=[CH:18][C:19]([O:29][CH2:30][O:31][CH3:32])=[C:20]([C:22](=[N:7][S@:5]([C:2]([CH3:4])([CH3:3])[CH3:1])=[O:6])[C:23]([O:25][CH2:26][CH3:27])=[O:24])[CH:21]=1 |f:1.2|. Reported procedure: A flask was charged with (S)-2-methylpropane-2-sulfinamide (0.764 g, 6.31 mmol) and neopentylzinc (II) iodide (0.5 M in THF, 10.0 mL, 5.00 mmol) was added under nitrogen atmosphere. The mixture was stirred at RT for 15 minutes and ethyl 2-(5-bromo-2-(methoxymethoxy)phenyl)-2-oxoacetate (1.00 g, 3.15 mmol) was added in one portion. The reaction mixture was quenched with saturated aqueous ammonium chloride after 8 h. The reaction was partitioned between EtOAc and water. The organic phase was separ... The reactants are CCOC(C)=O, Cl, CC(C)(C)OC(=O)N1CCC(c2ccccc2C(F)(F)F)CC1. The product is Cl, FC(F)(F)c1ccccc1C1CCNCC1. Reaction SMILES: [CH3:25][CH2:26][O:27][C:28]([CH3:29])=[O:30].[ClH:24].[F:1][C:2]([c:3]1[c:4]([CH:9]2[CH2:10][CH2:11][N:12]([C:15]([O:16][C:17]([CH3:18])([CH3:19])[CH3:20])=[O:21])[CH2:13][CH2:14]2)[cH:5][cH:6][cH:7][cH:8]1)([F:22])[F:23]>>[ClH:24].[F:1][C:2]([c:3]1[c:4]([CH:9]2[CH2:10][CH2:11][NH:12][CH2:13][CH2:14]2)[cH:5][cH:6][cH:7][cH:8]1)([F:22])[F:23].